From a dataset of the Open Reaction Database (ORD), a public repository of structured organic reaction records. describe an organic reaction: reactants, conditions, products, and yield The reactants are ice, ClCC1=CN=C(C2=CC(=C(C=C12)OC)OC)CC1=CC(=C(C=C1)OC)OC (4-chloromethyl-6,7-dimethoxy-1-[(3,4-dimethoxyphenyl)methyl]isoquinoline), ClC1=CC(=CC=C1)C(=O)OO (m-chloroperbenzoic acid). Solvent: C(Cl)Cl (methylene chloride), C(Cl)Cl (methylene chloride). Product: ClCC1=C[N+](=C(C2=CC(=C(C=C12)OC)OC)CC1=CC(=C(C=C1)OC)OC)[O-] (4-(chloromethyl)-1-(3,4-dimethoxybenzyl)-6,7-dimethoxyisoquinoline 2-oxide). The yield is 70.2%. RXN SMILES: [Cl:1][CH2:2][C:3]1[C:12]2[C:7](=[CH:8][C:9]([O:15][CH3:16])=[C:10]([O:13][CH3:14])[CH:11]=2)[C:6]([CH2:17][C:18]2[CH:23]=[CH:22][C:21]([O:24][CH3:25])=[C:20]([O:26][CH3:27])[CH:19]=2)=[N:5][CH:4]=1.ClC1C=CC=C(C(OO)=[O:36])C=1>C(Cl)Cl>[Cl:1][CH2:2][C:3]1[C:12]2[C:7](=[CH:8][C:9]([O:15][CH3:16])=[C:10]([O:13][CH3:14])[CH:11]=2)[C:6]([CH2:17][C:18]2[CH:23]=[CH:22][C:21]([O:24][CH3:25])=[C:20]([O:26][CH3:27])[CH:19]=2)=[N+:5]([O-:36])[CH:4]=1. Procedure details: To an ice-cooled solution of 5.2 g 4-chloromethyl-6,7-dimethoxy-1-[(3,4-dimethoxyphenyl)methyl]isoquinoline in 150 ml methylene chloride, was added under stirring and nitrogen a solution of 3.04 g m-chloroperbenzoic acid in 100 ml methylene chloride over 2 hours, so that the temperature did not exceed 3°-5°. The solution was stirred over night at room temperature and the red solution applied to a column, packed with 100 g silica gel 60 Merck, 230-400 mesh ASTM. From elution with ether and ethyl ... The reactants are C(C)OC(=O)C=CC1=CC=C(C2=CC=CC=C12)C1OCCO1 (2-[4-(2-ethoxycarbonylvinyl)naphthyl]dioxolane). The reagents and catalysts are [Pd] (palladium). The solvent is C(C)(=O)OCC (ethyl acetate). Conditions: time 16 hour. Yields the product C(C)OC(=O)CCC1=CC=C(C2=CC=CC=C12)C1OCCO1 (2-[4-(2-Ethoxycarbonylethyl)naphthyl]dioxolane). Isolated yield 97.6%. RXN SMILES: [CH2:1]([O:3][C:4]([CH:6]=[CH:7][C:8]1[C:17]2[C:12](=[CH:13][CH:14]=[CH:15][CH:16]=2)[C:11]([CH:18]2[O:22][CH2:21][CH2:20][O:19]2)=[CH:10][CH:9]=1)=[O:5])[CH3:2]>C(OCC)(=O)C.[Pd]>[CH2:1]([O:3][C:4]([CH2:6][CH2:7][C:8]1[C:17]2[C:12](=[CH:13][CH:14]=[CH:15][CH:16]=2)[C:11]([CH:18]2[O:19][CH2:20][CH2:21][O:22]2)=[CH:10][CH:9]=1)=[O:5])[CH3:2]. Procedure: To a solution of 2-[4-(2-ethoxycarbonylvinyl)naphthyl]dioxolane (701 mg, 2.35 mmol) in ethyl acetate (15 mL) was added palladium (5% on BaCO3, 51 mg). The mixture was stirred under a hydrogen atmosphere for 16 hr, filtered by suction through Celite and concentrated to provide 689 mg (98%) of a colorless oil. Reactants: C(C)OC=1C=C2C=CC=NC2=C(C1)N (6-ethoxyquinolin-8-amine), C(C)OC=1C=C2C=CC=NC2=C(C1)N (6-ethoxyquinolin-8-amine), C1(=CC=CC=C1)S(=O)(=O)Cl (benzenesulfonyl chloride). The reagents and catalysts are CN(C)C=1C=CN=CC1 (DMAP). Yields the product C(C)OC=1C=C2C=CC=NC2=C(C1)NS(=O)(=O)C1=CC=CC=C1 (N-(6-Ethoxy-quinolin-8-yl)-benzenesulfonamide). Isolated yield 32.4%. As a reaction SMILES: [CH2:1]([O:3][C:4]1[CH:5]=[C:6]2[C:11](=[C:12]([NH2:14])[CH:13]=1)[N:10]=[CH:9][CH:8]=[CH:7]2)[CH3:2].[C:15]1([S:21](Cl)(=[O:23])=[O:22])[CH:20]=[CH:19][CH:18]=[CH:17][CH:16]=1>CN(C1C=CN=CC=1)C>[CH2:1]([O:3][C:4]1[CH:5]=[C:6]2[C:11](=[C:12]([NH:14][S:21]([C:15]3[CH:20]=[CH:19][CH:18]=[CH:17][CH:16]=3)(=[O:23])=[O:22])[CH:13]=1)[N:10]=[CH:9][CH:8]=[CH:7]2)[CH3:2]. Procedure details: In a similar fashion using route 14 general procedure 27, 6-ethoxyquinolin-8-amine (Intermediate 47) (150 mg, 0.8 mmol), benzenesulfonyl chloride (170 mg, 0.96 mmol) and DMAP (cat.) gave the title compound (85 mg, 33%) after purification by column chromatography with n-hexane/DCM (1:0-0:1) as the eluent and recrystallisation from DCM/n-pentane. Reactants: C(#N)C=1C=C(C=CC1)C(\C(=C(\C(=O)OCC)/[O-])\C)=O.[Li+] (lithium (Z)-4-(3-cyanophenyl)-1-ethoxy-3-methyl-1,4-dioxobut-2-en-2-olate), Cl.NN (Hydrazine hydrochloride). Solvent: C(C)O (Ethanol). Reaction conditions: time 8 hour. Yields the product C(#N)C=1C=C(C=CC1)C1=C(C(=NN1)C(=O)OCC)C (Ethyl 5-(3-cyanophenyl)-4-methyl-1H-pyrazole-3-carboxylate). The yield is 29.6%. As a reaction SMILES: [C:1]([C:3]1[CH:4]=[C:5]([C:9](=O)/[C:10](/[CH3:18])=[C:11](\[O-])/[C:12]([O:14][CH2:15][CH3:16])=[O:13])[CH:6]=[CH:7][CH:8]=1)#[N:2].[Li+].Cl.[NH2:22][NH2:23]>C(O)C>[C:1]([C:3]1[CH:4]=[C:5]([C:9]2[NH:23][N:22]=[C:11]([C:12]([O:14][CH2:15][CH3:16])=[O:13])[C:10]=2[CH3:18])[CH:6]=[CH:7][CH:8]=1)#[N:2] |f:0.1,2.3|. Reported procedure: To a solution of lithium (Z)-4-(3-cyanophenyl)-1-ethoxy-3-methyl-1,4-dioxobut-2-en-2-olate (400 mg, 1.51 mmol, Eq: 1.00) in Ethanol (10 ml) was added Hydrazine hydrochloride (113 mg, 1.65 mmol, Eq: 1.093) at rt to give an orange solution. The resulting mixture was stirred overnight at the same temperature. After 1 day the solvent was removed under reduce pressure and to the mixture was added brine. The solution was extracted two times with AcOEt, and the combined organic layers were dried over M... Starting materials: B.[Na] (sodium boron hydride), ice water, BrC=1C=CC(=C(C=O)C1)C (5-bromo-2-methylbenzaldehyde), C(C)(=O)O (acetic acid). Solvent: [OH-].[Na+] (sodium hydroxide), O1CCCC1 (tetrahydrofuran), O (water). Conditions: temperature 17.5 celsius, time 4 hour. Yields the product BrC=1C=CC(=C(CO)C1)C (5-bromo-2-methylbenzyl alcohol). Yield: 103.2%. As a reaction SMILES: [Br:1][C:2]1[CH:3]=[CH:4][C:5]([CH3:10])=[C:6]([CH:9]=1)[CH:7]=[O:8].B.[Na].C(O)(=O)C>O1CCCC1.O.[OH-].[Na+]>[Br:1][C:2]1[CH:3]=[CH:4][C:5]([CH3:10])=[C:6]([CH:9]=1)[CH2:7][OH:8] |f:1.2,6.7,^1:11|. Procedure details: 161.2 g (810 mmol) of 5-bromo-2-methylbenzaldehyde was dissolved in 1.5 L of tetrahydrofuran and 150 ml of water, and to the resulted solution was dropped, at 15 to 20° C., a solution prepared by dissolving 10.0 g (264 mmol) of sodium boron hydride in 100 ml of a 0.1 wt % sodium hydroxide aqueous solution. After completion of dropping, the mixture was stirred at 15 to 20° C. for 4 hours. To the reaction solution was dropped 12.0 g of glacial acetic acid at 20° C. or lower, then, this was poured ... The reactants are COC(C1=C(C=CC(=C1)C#N)CN(CC1=NC=CC=C1C)CC1=NC=CC=C1C)=O (2-{[bis-(3-methyl-pyridin-2-ylmethyl)-amino]-methyl}-5-cyano-benzoic acid methyl ester), C(=O)([O-])C(O)C(O)C(=O)[O-].[K+].[Na+] (sodium-potassium tartrate), [H-].[H-].[H-].[H-].[Li+].[Al+3] (LiAlH4), resultant mixture. The solvent is C1CCOC1 (THF), C1CCOC1 (THF), C1CCOC1 (THF). Yields the product NCC=1C=CC(=C(C1)CO)CN(CC1=NC=CC=C1C)CC1=NC=CC=C1C ((5-Aminomethyl-2-{[bis-(3-methyl-pyridin-2-ylmethyl)-amino]-methyl}-phenyl)-methanol). Isolated yield 27.0%. As a reaction SMILES: [H-].[H-].[H-].[H-].[Li+].[Al+3].C[O:8][C:9](=O)[C:10]1[CH:15]=[C:14]([C:16]#[N:17])[CH:13]=[CH:12][C:11]=1[CH2:18][N:19]([CH2:28][C:29]1[C:34]([CH3:35])=[CH:33][CH:32]=[CH:31][N:30]=1)[CH2:20][C:21]1[C:26]([CH3:27])=[CH:25][CH:24]=[CH:23][N:22]=1.C(C(C(C([O-])=O)O)O)([O-])=O.[K+].[Na+]>C1COCC1>[NH2:17][CH2:16][C:14]1[CH:13]=[CH:12][C:11]([CH2:18][N:19]([CH2:20][C:21]2[C:26]([CH3:27])=[CH:25][CH:24]=[CH:23][N:22]=2)[CH2:28][C:29]2[C:34]([CH3:35])=[CH:33][CH:32]=[CH:31][N:30]=2)=[C:10]([CH2:9][OH:8])[CH:15]=1 |f:0.1.2.3.4.5,7.8.9|. Reported procedure: To a cold (0° C.) mixture of LiAlH4 (195 mg, 5.12 mmol) in dry THF (6 mL) was added 2-{[bis-(3-methyl-pyridin-2-ylmethyl)-amino]-methyl}-5-cyano-benzoic acid methyl ester (0.22 g, 0.55 mmol) as a solution in THF (5 mL). The resultant mixture was stirred at room temperature for 5 hours then cooled in an ice water bath. The mixture was treated with saturated aqueous sodium-potassium tartrate (11 mL) and diluted with THF (11 mL). The phases were separated and the aqueous phase was extracted with TH... Reactants: ClC=1C=C2C=C(NC2=CC1)C(=O)O (5-chloroindole-2-carboxylic acid), Cl.CN(CCCN=C=NCC)C (1-(3-dimethylaminopropyl)-3-ethylcarbodiimide hydrochloride), CC1NCCNC1 (2-Methyl-piperazine). Run in ClCCl (dichloromethane), ClCCl (dichloromethane). Conditions: time 16 hour. The product is ClC=1C=C2C=C(NC2=CC1)C(=O)N1CC(NCC1)C ((5-Chloro-1H-indol-2-yl)-(3-methyl-piperazin-1-yl)-methanone). The yield is 82.3%. RXN SMILES: [Cl:1][C:2]1[CH:3]=[C:4]2[C:8](=[CH:9][CH:10]=1)[NH:7][C:6]([C:11]([OH:13])=O)=[CH:5]2.Cl.CN(C)CCCN=C=NCC.[CH3:26][CH:27]1[CH2:32][NH:31][CH2:30][CH2:29][NH:28]1>ClCCl>[Cl:1][C:2]1[CH:3]=[C:4]2[C:8](=[CH:9][CH:10]=1)[NH:7][C:6]([C:11]([N:31]1[CH2:30][CH2:29][NH:28][CH:27]([CH3:26])[CH2:32]1)=[O:13])=[CH:5]2 |f:1.2|. Procedure: A mixture of 5-chloroindole-2-carboxylic acid (0.196 g) and 1-(3-dimethylaminopropyl)-3-ethylcarbodiimide hydrochloride (0.288 g) in dichloromethane (10 mL) was treated with 2-Methyl-piperazine (0.15 g) and stirred at ambient temperature for 16 h. The reaction mixture was poured into dichloromethane (50 mL), washed with water, saturated sodium hydrogencarbonate solution and then brine, dried over sodium sulfate, filtered and concentrated under reduced pressure. The residue was purified via silic... Starting materials: Brc1ccc2cc(Br)ccc2c1, COCCOC, Cc1ccccc1, [Na+], [Na+], O=C([O-])[O-], O, OB(O)c1ccccc1, [Pd], c1ccc(P(c2ccccc2)c2ccccc2)cc1, c1ccc(P(c2ccccc2)c2ccccc2)cc1, c1ccc(P(c2ccccc2)c2ccccc2)cc1, c1ccc(P(c2ccccc2)c2ccccc2)cc1. The product is Brc1ccc2cc(-c3ccccc3)ccc2c1. As a reaction SMILES: [Br:10][c:11]1[cH:12][c:13]2[cH:14][cH:15][c:16]([Br:21])[cH:17][c:18]2[cH:19][cH:20]1.[CH2:22]([CH2:23][O:24][CH3:25])[O:26][CH3:27].[CH3:112][c:113]1[cH:114][cH:115][cH:116][cH:117][cH:118]1.[Na+:28].[Na+:29].[O-:30][C:31](=[O:32])[O-:33].[OH2:111].[OH:1][B:2]([OH:3])[c:4]1[cH:5][cH:6][cH:7][cH:8][cH:9]1.[Pd:34].[c:35]1([P:36]([c:37]2[cH:38][cH:39][cH:40][cH:41][cH:42]2)[c:43]2[cH:44][cH:45][cH:46][cH:47][cH:48]2)[cH:49][cH:50][cH:51][cH:52][cH:53]1.[c:54]1([P:55]([c:56]2[cH:57][cH:58][cH:59][cH:60][cH:61]2)[c:62]2[cH:63][cH:64][cH:65][cH:66][cH:67]2)[cH:68][cH:69][cH:70][cH:71][cH:72]1.[c:73]1([P:74]([c:75]2[cH:76][cH:77][cH:78][cH:79][cH:80]2)[c:81]2[cH:82][cH:83][cH:84][cH:85][cH:86]2)[cH:87][cH:88][cH:89][cH:90][cH:91]1.[c:92]1([P:93]([c:94]2[cH:95][cH:96][cH:97][cH:98][cH:99]2)[c:100]2[cH:101][cH:102][cH:103][cH:104][cH:105]2)[cH:106][cH:107][cH:108][cH:109][cH:110]1>>[c:4]1(-[c:11]2[cH:12][c:13]3[cH:14][cH:15][c:16]([Br:21])[cH:17][c:18]3[cH:19][cH:20]2)[cH:5][cH:6][cH:7][cH:8][cH:9]1. Starting materials: CC(N)(C)C(=O)O (2-methylalanine), [OH-].[Na+] (sodium hydroxide), ClC(=O)OCC1=CC=CC=C1 (benzyl chloroformate). Solvent: O (water). Run at time 8 hour. Yields the product C(C1=CC=CC=C1)OC(=O)NC(C(=O)O)(C)C (2-(Benzyloxycarbonylamino)-2-methylpropanoic acid). Yield: 36.5%. As a reaction SMILES: [CH3:1][C:2]([C:5]([OH:7])=[O:6])([CH3:4])[NH2:3].[OH-].[Na+].Cl[C:11]([O:13][CH2:14][C:15]1[CH:20]=[CH:19][CH:18]=[CH:17][CH:16]=1)=[O:12]>O>[CH2:14]([O:13][C:11]([NH:3][C:2]([CH3:4])([CH3:1])[C:5]([OH:7])=[O:6])=[O:12])[C:15]1[CH:20]=[CH:19][CH:18]=[CH:17][CH:16]=1 |f:1.2|. Procedure details: To a solution of 2-methylalanine (CAN 62-57-7, 30.9 g, 0.3 mol) and sodium hydroxide (20 g, 0.5 mol) in water (500 mL) was added benzyl chloroformate (61.4 g, 0.36 mol) at ice-water bath temperature. The reaction mixture was allowed to warm to room temperature and stirred overnight. The resulting solution was washed with ethyl acetate (2×80 mL), then the aqueous layer was adjusted to pH=2 with conc. hydrochloric acid and the solution was extracted with ethyl acetate (3×150 mL). The combined orga... Reactants: ClCCl, CS(C)=O, CC(CO)c1ncccc1Cl, O=C(Cl)C(=O)Cl. Yields the product CC(C=O)c1ncccc1Cl. Reaction SMILES: [CH2:22]([Cl:23])[Cl:24].[CH3:1][S:2]([CH3:3])=[O:4].[Cl:11][c:12]1[c:13]([CH:18]([CH2:19][OH:20])[CH3:21])[n:14][cH:15][cH:16][cH:17]1.[Cl:5][C:6]([C:7]([Cl:8])=[O:9])=[O:10]>>[Cl:11][c:12]1[c:13]([CH:18]([CH:19]=[O:20])[CH3:21])[n:14][cH:15][cH:16][cH:17]1.